This data is from the Open Reaction Database (ORD), a public repository of structured organic reaction records. The task is: describe an organic reaction: reactants, conditions, products, and yield Reactants: CN(C)c1ccc(S(=O)(=O)Cl)cc1, NCCCCC(=O)O, [Na+], C1CCOC1, [OH-], O. Product: CN(C)c1ccc(S(=O)(=O)NCCCCC(=O)O)cc1. Reaction SMILES: [CH3:1][N:2]([c:3]1[cH:4][cH:5][c:6]([S:9](=[O:10])(=[O:11])[Cl:12])[cH:7][cH:8]1)[CH3:13].[NH2:14][CH2:15][CH2:16][CH2:17][CH2:18][C:19](=[O:20])[OH:21].[Na+:23].[O:24]1[CH2:25][CH2:26][CH2:27][CH2:28]1.[OH-:22].[OH2:29]>>[CH3:1][N:2]([c:3]1[cH:4][cH:5][c:6]([S:9](=[O:10])(=[O:11])[NH:14][CH2:15][CH2:16][CH2:17][CH2:18][C:19](=[O:20])[OH:21])[cH:7][cH:8]1)[CH3:13]. Reaction conditions: time 4 hour. Run in C1CCOC1 (THF). Procedure details: Under a nitrogen atmosphere, to a solution of 5-(2-fluoro-5-methoxyphenyl)-6-neopentylpyridin-2-ol (200 mg) and ethyl 3-cyclopropyl-3-(6-(hydroxymethyl)pyrimidin-4-yl)propanoate (173 mg) in THF (5.0 mL) were added 1,1′-(azodicarbonyl)dipiperidine (279 mg) and tributylphosphine (273 μL) at room temperature, and the mixture was stirred for 4 hr. The solvent was evaporated under reduced pressure and the residue was purified by silica gel column chromatography (ethyl acetate/hexane) to give the titl... The product is C1(CC1)C(CC(=O)OCC)C1=NC=NC(=C1)COC1=NC(=C(C=C1)C1=C(C=CC(=C1)OC)F)CC(C)(C)C (ethyl 3-cyclopropyl-3-(6-(((5-(2-fluoro-5-methoxyphenyl)-6-neopentylpyridin-2-yl)oxy)methyl)pyrimidin-4-yl)propanoate). Reactants: FC1=C(C=C(C=C1)OC)C=1C=CC(=NC1CC(C)(C)C)O (5-(2-fluoro-5-methoxyphenyl)-6-neopentylpyridin-2-ol), C1(CC1)C(CC(=O)OCC)C1=NC=NC(=C1)CO (ethyl 3-cyclopropyl-3-(6-(hydroxymethyl)pyrimidin-4-yl)propanoate), N(=NC(=O)N1CCCCC1)C(=O)N1CCCCC1 (1,1′-(azodicarbonyl)dipiperidine), C(CCC)P(CCCC)CCCC (tributylphosphine). As a reaction SMILES: [F:1][C:2]1[CH:7]=[CH:6][C:5]([O:8][CH3:9])=[CH:4][C:3]=1[C:10]1[CH:11]=[CH:12][C:13]([OH:21])=[N:14][C:15]=1[CH2:16][C:17]([CH3:20])([CH3:19])[CH3:18].[CH:22]1([CH:25]([C:32]2[CH:37]=[C:36]([CH2:38]O)[N:35]=[CH:34][N:33]=2)[CH2:26][C:27]([O:29][CH2:30][CH3:31])=[O:28])[CH2:24][CH2:23]1.N(C(N1CCCCC1)=O)=NC(N1CCCCC1)=O.C(P(CCCC)CCCC)CCC>C1COCC1>[CH:22]1([CH:25]([C:32]2[CH:37]=[C:36]([CH2:38][O:21][C:13]3[CH:12]=[CH:11][C:10]([C:3]4[CH:4]=[C:5]([O:8][CH3:9])[CH:6]=[CH:7][C:2]=4[F:1])=[C:15]([CH2:16][C:17]([CH3:18])([CH3:20])[CH3:19])[N:14]=3)[N:35]=[CH:34][N:33]=2)[CH2:26][C:27]([O:29][CH2:30][CH3:31])=[O:28])[CH2:24][CH2:23]1. The yield is 64.6%. Reactants: CCNCC, CS(=O)(=O)OCc1cc2c(cn1)ncn2-c1cc(OCc2ccccc2C(F)(F)F)c(C(N)=O)s1, ClCCl. The product is CCN(CC)Cc1cc2c(cn1)ncn2-c1cc(OCc2ccccc2C(F)(F)F)c(C(N)=O)s1. Reaction SMILES: [CH2:36]([CH3:37])[NH:38][CH2:39][CH3:40].[CH3:1][S:2]([O:3][CH2:6][c:7]1[cH:8][c:9]2[c:10]([cH:11][n:12]1)[n:13][cH:14][n:15]2-[c:16]1[s:17][c:18]([C:33]([NH2:34])=[O:35])[c:19]([O:21][CH2:22][c:23]2[c:24]([C:29]([F:30])([F:31])[F:32])[cH:25][cH:26][cH:27][cH:28]2)[cH:20]1)(=[O:4])=[O:5].[Cl:41][CH2:42][Cl:43]>>[CH2:6]([c:7]1[cH:8][c:9]2[c:10]([cH:11][n:12]1)[n:13][cH:14][n:15]2-[c:16]1[s:17][c:18]([C:33]([NH2:34])=[O:35])[c:19]([O:21][CH2:22][c:23]2[c:24]([C:29]([F:30])([F:31])[F:32])[cH:25][cH:26][cH:27][cH:28]2)[cH:20]1)[N:38]([CH2:36][CH3:37])[CH2:39][CH3:40]. Reactants: C(C)OCC (diethyl ether), NN (hydrazine), C(=O)(C=1NC=CN1)C=1NC=CN1 (Carbonyl diimidazole), C(C)(C)(C)OC(=O)N1CCC(CC1)C(=O)O (1-(tert-butoxycarbonyl)-piperidine-4-carboxylic acid). The solvent is C(Cl)Cl (methylene chloride), C(Cl)Cl (methylene chloride). Conditions: time 2 hour. Product: N(N)C(=O)C1CCN(CC1)C(=O)OC(C)(C)C (tert-butyl 4-(hydrazinocarbonyl)-piperidine-1-carboxylate). RXN SMILES: C(C1NC=CN=1)(C1NC=CN=1)=O.[C:13]([O:17][C:18]([N:20]1[CH2:25][CH2:24][CH:23]([C:26]([OH:28])=O)[CH2:22][CH2:21]1)=[O:19])([CH3:16])([CH3:15])[CH3:14].[NH2:29][NH2:30].C(OCC)C>C(Cl)Cl>[NH:29]([C:26]([CH:23]1[CH2:24][CH2:25][N:20]([C:18]([O:17][C:13]([CH3:16])([CH3:15])[CH3:14])=[O:19])[CH2:21][CH2:22]1)=[O:28])[NH2:30]. Procedure details: Carbonyl diimidazole (3.57 g, 22 mmol) was added to a solution of 1-(tert-butoxycarbonyl)-piperidine-4-carboxylic acid (4.59 g, 20 mmol) in methylene chloride (50 mL) and stirred for two hours until gas evolution ceased. Then hydrazine (0.8 mL, ˜26 mmol) was added to the reaction and the reaction was stirred at room temperature for another two hours. The reaction was diluted with more methylene chloride and washed with sat'd aqueous NaHCO3. The organic layer was dried over anhydrous Na2SO4, filt... Starting materials: Br, Br, CC(=O)O, Cc1ccc(C(=O)Cc2cc(C)cs2)cc1. The product is Cc1ccc(C(=O)C(Br)c2cc(C)cs2)cc1. Reaction SMILES: [Br:18].[BrH:17].[CH3:19][C:20](=[O:21])[OH:22].[CH3:1][c:2]1[cH:3][c:4]([CH2:7][C:8](=[O:9])[c:10]2[cH:11][cH:12][c:13]([CH3:16])[cH:14][cH:15]2)[s:5][cH:6]1>>[CH3:1][c:2]1[cH:3][c:4]([CH:7]([C:8](=[O:9])[c:10]2[cH:11][cH:12][c:13]([CH3:16])[cH:14][cH:15]2)[Br:17])[s:5][cH:6]1. The reactants are C(C1=CC=CC=C1)N1C(=NC=C1)CC=1C(=NN(C1CC)CC)CC (4-(1-benzyl-1H-imidazol-2-ylmethyl)-1,3,5-triethyl-1H-pyrazole), [Na] (sodium), N (ammonia). The product is C(C)N1N=C(C(=C1CC)CC=1NC=CN1)CC (1,3,5-Triethyl-4-(1H-imidazol-2-ylmethyl)-1H-pyrazole). As a reaction SMILES: C([N:8]1[CH:12]=[CH:11][N:10]=[C:9]1[CH2:13][C:14]1[C:15]([CH2:23][CH3:24])=[N:16][N:17]([CH2:21][CH3:22])[C:18]=1[CH2:19][CH3:20])C1C=CC=CC=1.[Na].N>>[CH2:21]([N:17]1[C:18]([CH2:19][CH3:20])=[C:14]([CH2:13][C:9]2[NH:8][CH:12]=[CH:11][N:10]=2)[C:15]([CH2:23][CH3:24])=[N:16]1)[CH3:22] |^1:24|. Procedure: 1,3,5-Triethyl-4-(1H-imidazol-2-ylmethyl)-1H-pyrazole was prepared from 4-(1-benzyl-1H-imidazol-2-ylmethyl)-1,3,5-triethyl-1H-pyrazole by debenzylation with sodium in liquid ammonia for 10 min. The blue reaction mixture was quenched by addition of solid ammonium chloride, the ammonia evaporated and the residue distributed between water and t-butyl methyl ether. The organic phase was washed with brine, dried over sodium sulfate, filtered and evaporated. 1,3,5-Triethyl-4-(1H-imidazol-2-ylmethyl)-1... Procedure: To a solution of (2Z)-3-[4-(methylsulfonyl)phenyl]-4-[({[5-(nitrooxy)pentyl]oxy}carbonyl)oxy]-2-phenylbut-2-enoic acid (1 eq, 0.2M) in DMF was added 2-bromo-N,N-diethylethanaminium bromide (1 eq) and K2CO3 (2 eq). The reaction was stirred at rt for 12 h and saturated aqueous NH4Cl was added. The mixture was extracted with EtOAc and the combined organic layers were washed with brine, dried over Na2SO4, filtered and concentrated. The residue was purified by flash chromatography on silica gel elute... Yields the product [Cl-].C(C)[NH+](CCOC(\C(=C(/COC(=O)OCCCCCO[N+](=O)[O-])\C1=CC=C(C=C1)S(=O)(=O)C)\C1=CC=CC=C1)=O)CC (N,N-diethyl-2-({(2Z)-3-[4-(methylsulfonyl)phenyl]-4-[({[5-(nitrooxy)pentyl]oxy}carbonyl)oxy]-2-phenylbut-2-enoyl}oxy)ethanaminium chloride). Reaction SMILES: [CH3:1][S:2]([C:5]1[CH:10]=[CH:9][C:8](/[C:11](/[CH2:22][O:23][C:24]([O:26][CH2:27][CH2:28][CH2:29][CH2:30][CH2:31][O:32][N+:33]([O-:35])=[O:34])=[O:25])=[C:12](\[C:16]2[CH:21]=[CH:20][CH:19]=[CH:18][CH:17]=2)/[C:13]([OH:15])=[O:14])=[CH:7][CH:6]=1)(=[O:4])=[O:3].[Br-].Br[CH2:38][CH2:39][NH+:40]([CH2:43][CH3:44])[CH2:41][CH3:42].C([O-])([O-])=O.[K+].[K+].[NH4+].[Cl-:52]>CN(C=O)C>[Cl-:52].[CH2:39]([NH+:40]([CH2:43][CH3:44])[CH2:41][CH2:42][O:14][C:13](=[O:15])/[C:12](/[C:16]1[CH:21]=[CH:20][CH:19]=[CH:18][CH:17]=1)=[C:11](/[C:8]1[CH:7]=[CH:6][C:5]([S:2]([CH3:1])(=[O:4])=[O:3])=[CH:10][CH:9]=1)\[CH2:22][O:23][C:24]([O:26][CH2:27][CH2:28][CH2:29][CH2:30][CH2:31][O:32][N+:33]([O-:35])=[O:34])=[O:25])[CH3:38] |f:1.2,3.4.5,6.7,9.10|. Conditions: time 12 hour. Run in CN(C)C=O (DMF). Reactants: CS(=O)(=O)C1=CC=C(C=C1)/C(=C(/C(=O)O)\C1=CC=CC=C1)/COC(=O)OCCCCCO[N+](=O)[O-] ((2Z)-3-[4-(methylsulfonyl)phenyl]-4-[({[5-(nitrooxy)pentyl]oxy}carbonyl)oxy]-2-phenylbut-2-enoic acid), [Br-].BrCC[NH+](CC)CC (2-bromo-N,N-diethylethanaminium bromide), C(=O)([O-])[O-].[K+].[K+] (K2CO3), [NH4+].[Cl-] (NH4Cl). The reactants are CC(C)Cc1ccc(C=O)cc1, CCO, ClC(Cl)(Cl)Cl, [K+], CCC[N+](=O)[O-], [OH-]. Yields the product CCC(C(O)c1ccc(CC(C)C)cc1)[N+](=O)[O-]. As a reaction SMILES: [CH2:3]([CH:4]([CH3:5])[CH3:6])[c:7]1[cH:8][cH:9][c:10]([CH:11]=[O:12])[cH:13][cH:14]1.[CH3:26][CH2:27][OH:28].[Cl:21][C:22]([Cl:23])([Cl:24])[Cl:25].[K+:2].[N+:15](=[O:16])([O-:17])[CH2:18][CH2:19][CH3:20].[OH-:1]>>[CH2:3]([CH:4]([CH3:5])[CH3:6])[c:7]1[cH:8][cH:9][c:10]([CH:11]([OH:12])[CH:18]([N+:15](=[O:16])[O-:17])[CH2:19][CH3:20])[cH:13][cH:14]1. RXN SMILES: C(O[C:6]([N:8]([CH2:10][C:11](O)=[O:12])C)=O)(C)(C)C.[NH2:14][C:15]1[S:16][CH:17]=[C:18]([C:20](=[N:26][O:27][CH3:28])[C:21]([O:23][CH2:24][CH3:25])=[O:22])[N:19]=1>>[CH3:6][NH:8][CH2:10][C:11]([NH:14][C:15]1[S:16][CH:17]=[C:18]([C:20](=[N:26][O:27][CH3:28])[C:21]([O:23][CH2:24][CH3:25])=[O:22])[N:19]=1)=[O:12]. Procedure: The subtitle compound was prepared from N-[tert-butoxycarbonyl]sarcosine (2.00 g) and ethyl 2-amino-alpha-[methoxyimino]-4-thiazoleacetate (2.66 g) by the method of example 10 step (i).Yield 2.77 g. The product is CNCC(=O)NC=1SC=C(N1)C(C(=O)OCC)=NOC (2-[2-[Methylamino]acetylamino]-α-[methoxyimino]-4-thiazoleacetic acid, ethyl ester). Reactants: C(C)(C)(C)OC(=O)N(C)CC(=O)O (N-[tert-butoxycarbonyl]sarcosine), NC=1SC=C(N1)C(C(=O)OCC)=NOC (ethyl 2-amino-alpha-[methoxyimino]-4-thiazoleacetate). Reactants: O=C([O-])[O-], CCc1cccc(CC)c1N, CN(C)C=O, ClCC1OCCO1, [K+], [K+]. The product is CCc1cccc(CC)c1NCC1OCCO1. As a reaction SMILES: [C:19](=[O:20])([O-:21])[O-:22].[CH2:1]([CH3:2])[c:3]1[c:4]([NH2:5])[c:6]([CH2:10][CH3:11])[cH:7][cH:8][cH:9]1.[CH3:25][N:26]([CH3:27])[CH:28]=[O:29].[Cl:12][CH2:13][CH:14]1[O:15][CH2:16][CH2:17][O:18]1.[K+:23].[K+:24]>>[CH2:1]([CH3:2])[c:3]1[c:4]([NH:5][CH2:13][CH:14]2[O:15][CH2:16][CH2:17][O:18]2)[c:6]([CH2:10][CH3:11])[cH:7][cH:8][cH:9]1.